Dataset: the Open Reaction Database (ORD), a public repository of structured organic reaction records. Task: describe an organic reaction: reactants, conditions, products, and yield The reactants are CC(C)(C)OC(=O)N1CC(C=CC(=O)O)C1, CCN(C(C)C)C(C)C, ClCCl, CCN=C=NCCCN(C)C, CNC(=O)C(Cc1ccccc1)N(C)C(=O)C(Cc1ccc2ccccc2c1)NC, Cl, On1nnc2cccnc21. Yields the product CNC(=O)C(Cc1ccccc1)N(C)C(=O)C(Cc1ccc2ccccc2c1)N(C)C(=O)C=CC1CN(C(=O)OC(C)(C)C)C1. Reaction SMILES: [C:1]([CH3:2])([CH3:3])([CH3:4])[O:5][C:6](=[O:7])[N:8]1[CH2:9][CH:10]([CH:12]=[CH:13][C:14](=[O:15])[OH:16])[CH2:11]1.[CH2:69]([N:70]([CH:71]([CH3:72])[CH3:73])[CH:74]([CH3:75])[CH3:76])[CH3:77].[CH2:78]([Cl:79])[Cl:80].[CH3:28][N:29]([CH3:30])[CH2:31][CH2:32][CH2:33][N:34]=[C:35]=[N:36][CH2:37][CH3:38].[CH3:39][N:40]([C:41]([CH:42]([CH2:43][c:44]1[cH:45][c:46]2[cH:47][cH:48][cH:49][cH:50][c:51]2[cH:52][cH:53]1)[NH:54][CH3:55])=[O:56])[CH:57]([CH2:58][c:59]1[cH:60][cH:61][cH:62][cH:63][cH:64]1)[C:65]([NH:66][CH3:67])=[O:68].[ClH:27].[OH:17][n:18]1[c:19]2[n:20][cH:21][cH:22][cH:23][c:24]2[n:25][n:26]1>>[C:1]([CH3:2])([CH3:3])([CH3:4])[O:5][C:6](=[O:7])[N:8]1[CH2:9][CH:10]([CH:12]=[CH:13][C:14](=[O:16])[N:54]([CH:42]([C:41]([N:40]([CH3:39])[CH:57]([CH2:58][c:59]2[cH:60][cH:61][cH:62][cH:63][cH:64]2)[C:65]([NH:66][CH3:67])=[O:68])=[O:56])[CH2:43][c:44]2[cH:45][c:46]3[cH:47][cH:48][cH:49][cH:50][c:51]3[cH:52][cH:53]2)[CH3:55])[CH2:11]1. Starting materials: Br, COc1cc(CC(=O)O)cc2c1C(=O)c1ccccc1CC2, CC(=O)O, O. Yields the product O=C(O)Cc1cc(O)c2c(c1)CCc1ccccc1C2=O. RXN SMILES: [BrH:23].[CH3:1][O:2][c:3]1[cH:4][c:5]([CH2:19][C:20](=[O:21])[OH:22])[cH:6][c:7]2[c:8]1[C:9](=[O:18])[c:10]1[c:11]([cH:14][cH:15][cH:16][cH:17]1)[CH2:12][CH2:13]2.[CH3:25][C:26](=[O:27])[OH:28].[OH2:24]>>[OH:2][c:3]1[cH:4][c:5]([CH2:19][C:20](=[O:21])[OH:22])[cH:6][c:7]2[c:8]1[C:9](=[O:18])[c:10]1[c:11]([cH:14][cH:15][cH:16][cH:17]1)[CH2:12][CH2:13]2. Starting materials: ClC1=NC(=CC(=C1)N1CC(C1)(F)C1CC1)Cl (2,6-Dichloro-4-(3-cyclopropyl-3-fluoroazetidine-1-yl)pyridine), CC1=CC(=NN1)N (5-methyl-1H-pyrazol-3-amine), CC1(C2=CC=CC(=C2OC=2C(=CC=CC12)P(C1=CC=CC=C1)C1=CC=CC=C1)P(C1=CC=CC=C1)C1=CC=CC=C1)C (9,9-dimethyl-4,5-bis(diphenyl-phosphino)xanthene), C(=O)([O-])[O-].[Na+].[Na+] (Na2CO3). Reagents/catalysts: C=1C=CC(=CC1)/C=C/C(=O)/C=C/C2=CC=CC=C2.C=1C=CC(=CC1)/C=C/C(=O)/C=C/C2=CC=CC=C2.C=1C=CC(=CC1)/C=C/C(=O)/C=C/C2=CC=CC=C2.[Pd].[Pd] (tris-(dibenzylideneacetone)dipalladium(0)). Run in O1CCOCC1 (1,4-dioxane). Run at temperature 140 celsius, time 15 minute. The product is ClC1=CC(=CC(=N1)NC1=CC(=NN1)C)N1CC(C1)(F)C1CC1 (6-Chloro-4-(3-cyclopropyl-3-fluoroazetidin-1-yl)-N-(3-methyl-1H-pyrazol-5-yl)pyridin-2-amine). The yield is 36.5%. RXN SMILES: Cl[C:2]1[CH:7]=[C:6]([N:8]2[CH2:11][C:10]([CH:13]3[CH2:15][CH2:14]3)([F:12])[CH2:9]2)[CH:5]=[C:4]([Cl:16])[N:3]=1.[CH3:17][C:18]1[NH:22][N:21]=[C:20]([NH2:23])[CH:19]=1.CC1(C)C2C=CC=C(P(C3C=CC=CC=3)C3C=CC=CC=3)C=2OC2C1=CC=CC=2P(C1C=CC=CC=1)C1C=CC=CC=1.C([O-])([O-])=O.[Na+].[Na+]>C1C=CC(/C=C/C(/C=C/C2C=CC=CC=2)=O)=CC=1.C1C=CC(/C=C/C(/C=C/C2C=CC=CC=2)=O)=CC=1.C1C=CC(/C=C/C(/C=C/C2C=CC=CC=2)=O)=CC=1.[Pd].[Pd].O1CCOCC1>[Cl:16][C:4]1[N:3]=[C:2]([NH:23][C:20]2[NH:21][N:22]=[C:18]([CH3:17])[CH:19]=2)[CH:7]=[C:6]([N:8]2[CH2:11][C:10]([CH:13]3[CH2:15][CH2:14]3)([F:12])[CH2:9]2)[CH:5]=1 |f:3.4.5,6.7.8.9.10|. Procedure details: Nitrogen was bubbled through a mixture of 2,6-Dichloro-4-(3-cyclopropyl-3-fluoroazetidine-1-yl)pyridine (1.0 g, 3.83 mmol), 5-methyl-1H-pyrazol-3-amine (0.7 g, 3.85 mmol), tris-(dibenzylideneacetone)dipalladium(0) (Pd2 dba3, 180 mg, 0.2 mmol), 9,9-dimethyl-4,5-bis(diphenyl-phosphino)xanthene (xantphos, 220 mg, 0.38 mmol), Na2CO3 (570 mg, 5.4 mmol), and 1,4-dioxane (12 mL) for about 15 minutes in a microwave vial. The vial was capped and heated in the microwave to 140° C. for 45 minutes and then ...